Dataset: the Open Reaction Database (ORD), a public repository of structured organic reaction records. Task: describe an organic reaction: reactants, conditions, products, and yield Reactants: ClC=1C=NC2=C(C(=CC=C2C1)Cl)C#N (3,7-dichloro-8-cyanoquinoline), liquid, N (ammonia). Run in CO (methanol). Product: NC1=CC=C2C=C(C=NC2=C1C#N)Cl (7-amino-3-chloro-8-cyanoquinoline). Isolated yield 53.0%. As a reaction SMILES: [Cl:1][C:2]1[CH:3]=[N:4][C:5]2[C:10]([CH:11]=1)=[CH:9][CH:8]=[C:7](Cl)[C:6]=2[C:13]#[N:14].[NH3:15]>CO>[NH2:15][C:7]1[C:6]([C:13]#[N:14])=[C:5]2[C:10]([CH:11]=[C:2]([Cl:1])[CH:3]=[N:4]2)=[CH:9][CH:8]=1. Procedure details: 110 g of 3,7-dichloro-8-cyanoquinoline, 500 ml of methanol and 500 ml of liquid ammonia were heated at 150° C. for 10 hours in an autoclave. The pressure was let down, after which the discharged mixture was filtered under suction, and the solid was recrystallized from methylglycol, in the presence of active charcoal. 54 g of 7-amino-3-chloro-8-cyanoquinoline of melting point 246° C. were obtained. Yield: 53% of theory. Reactants: N1(CCOCC1)CCN1C(SC2=C1C=CC=C2)=N (3-(2-Morpholin-4-yl-ethyl)-1,3-benzothiazol-2(3H)-ylideneamine), C12(CC3CC(CC(C1)C3)C2)C(=O)O (adamantane-1-carboxylic acid). Product: N1(CCOCC1)CCN1/C(/SC2=C1C=CC=C2)=N/C(=O)C21CC3CC(CC(C2)C3)C1 (N-[(2Z)-3-(2-morpholin-4-ylethyl)-1,3-benzothiazol-2(3H)-ylidene]adamantane-1-carboxamide). Yield: 25.4%. As a reaction SMILES: [N:1]1([CH2:7][CH2:8][N:9]2[C:13]3[CH:14]=[CH:15][CH:16]=[CH:17][C:12]=3[S:11][C:10]2=[NH:18])[CH2:6][CH2:5][O:4][CH2:3][CH2:2]1.[C:19]12([C:29](O)=[O:30])[CH2:28][CH:23]3[CH2:24][CH:25]([CH2:27][CH:21]([CH2:22]3)[CH2:20]1)[CH2:26]2>>[N:1]1([CH2:7][CH2:8][N:9]2[C:13]3[CH:14]=[CH:15][CH:16]=[CH:17][C:12]=3[S:11]/[C:10]/2=[N:18]\[C:29]([C:19]23[CH2:28][CH:23]4[CH2:22][CH:21]([CH2:27][CH:25]([CH2:24]4)[CH2:26]2)[CH2:20]3)=[O:30])[CH2:6][CH2:5][O:4][CH2:3][CH2:2]1. Reported procedure: The product of Example 108A (0.20 g, 0.76 mmol) and adamantane-1-carboxylic acid (0.15 g, 0.84 mmol) were processed according to the method of Example 77B. Purification by column chromatography (SiO2, 0-30% methanol/methylene gradient) afforded 82 mg (25%) of the title compound. 1H NMR (CDCl3, 300 MHz) δ ppm 1.67-1.82 (m, 6 H), 1.99 (d, J=2.7 Hz, 6 H), 2.06 (s, 3 H), 2.62 (s, 4 H), 2.78 (s, 2 H), 3.70 (s, 4 H), 4.53 (s, 2 H), 7.22-7.37 (m, 2 H), 7.43 (t, J=7.6 Hz, 1 H), 7.65 (d, J=7.8 Hz, 1 H); ... Starting materials: CC(C)(C)NC(=O)c1ccc(Br)nc1, CC(c1ccc(B2OC(C)(C)C(C)(C)O2)cc1)N1CCC(CC(C)(C)C#N)(c2ccccc2)OC1=O. Yields the product CC(c1ccc(-c2ccc(C(=O)NC(C)(C)C)cn2)cc1)N1CCC(CC(C)(C)C#N)(c2ccccc2)OC1=O. RXN SMILES: [Br:37][c:38]1[n:39][cH:40][c:41]([C:42](=[O:43])[NH:44][C:45]([CH3:46])([CH3:47])[CH3:48])[cH:49][cH:50]1.[CH3:1][C:2]([C:3]#[N:4])([CH2:5][C:6]1([c:30]2[cH:31][cH:32][cH:33][cH:34][cH:35]2)[CH2:7][CH2:8][N:9]([CH:13]([CH3:14])[c:15]2[cH:16][cH:17][c:18]([B:21]3[O:22][C:23]([CH3:24])([CH3:25])[C:26]([CH3:27])([CH3:28])[O:29]3)[cH:19][cH:20]2)[C:10](=[O:12])[O:11]1)[CH3:36]>>[CH3:1][C:2]([C:3]#[N:4])([CH2:5][C:6]1([c:30]2[cH:31][cH:32][cH:33][cH:34][cH:35]2)[CH2:7][CH2:8][N:9]([CH:13]([CH3:14])[c:15]2[cH:16][cH:17][c:18](-[c:38]3[n:39][cH:40][c:41]([C:42](=[O:43])[NH:44][C:45]([CH3:46])([CH3:47])[CH3:48])[cH:49][cH:50]3)[cH:19][cH:20]2)[C:10](=[O:12])[O:11]1)[CH3:36].